Dataset: the Open Reaction Database (ORD), a public repository of structured organic reaction records. Task: describe an organic reaction: reactants, conditions, products, and yield The reactants are CCOC(=O)Cl, CN1CCN(c2cc(-c3ccc4c(c3)CN(C(=O)OC3CCNCC3)CC4)nc(N)n2)CC1. Yields the product CCOC(=O)N1CCC(OC(=O)N2CCc3ccc(-c4cc(N5CCN(C)CC5)nc(N)n4)cc3C2)CC1. RXN SMILES: [Cl:1][C:2](=[O:3])[O:4][CH2:5][CH3:6].[NH2:7][c:8]1[n:9][c:10]([N:33]2[CH2:34][CH2:35][N:36]([CH3:39])[CH2:37][CH2:38]2)[cH:11][c:12](-[c:14]2[cH:15][cH:16][c:17]3[c:22]([cH:23]2)[CH2:21][N:20]([C:24](=[O:25])[O:26][CH:27]2[CH2:28][CH2:29][NH:30][CH2:31][CH2:32]2)[CH2:19][CH2:18]3)[n:13]1>>[C:2](=[O:3])([O:4][CH2:5][CH3:6])[N:30]1[CH2:29][CH2:28][CH:27]([O:26][C:24]([N:20]2[CH2:19][CH2:18][c:17]3[cH:16][cH:15][c:14](-[c:12]4[cH:11][c:10]([N:33]5[CH2:34][CH2:35][N:36]([CH3:39])[CH2:37][CH2:38]5)[n:9][c:8]([NH2:7])[n:13]4)[cH:23][c:22]3[CH2:21]2)=[O:25])[CH2:32][CH2:31]1. The reactants are C(C=C)C(CC=C)C=1C(=C(C(=C2N=C(OC21)C2CC2)C#N)C)C2=CC=CC=C2 (7-(1-allylbut-3-enyl)-2-cyclopropyl-5-methyl-6-phenyl-1,3-benzoxazole-4-carbonitrile). The reagents and catalysts are Cl[Ru]([P](C1CCCCC1)(C2CCCCC2)C3CCCCC3)(=CC4=CC=CC=C4)(Cl)=C5N(C6=C(C)C=C(C)C=C6C)CCN5C7=C(C)C=C(C)C=C7C (Grubbs catalyst second generation). Solvent: ClCCl (dichloromethane). Reaction conditions: temperature 50 celsius, time 3.5 hour. Product: C1(CC=CC1)C=1C(=C(C(=C2N=C(OC21)C2CC2)C#N)C)C2=CC=CC=C2 (7-(Cyclopent-3-enyl)-2-cyclopropyl-5-methyl-6-phenyl-1,3-benzoxazole-4-carbonitrile). Isolated yield 76.0%. As a reaction SMILES: [CH2:1]([CH:4]([C:8]1[C:9]([C:23]2[CH:28]=[CH:27][CH:26]=[CH:25][CH:24]=2)=[C:10]([CH3:22])[C:11]([C:20]#[N:21])=[C:12]2[C:16]=1[O:15][C:14]([CH:17]1[CH2:19][CH2:18]1)=[N:13]2)[CH2:5][CH:6]=[CH2:7])C=C>Cl[Ru](=C1N(C2C(C)=CC(C)=CC=2C)CCN1C1C(C)=CC(C)=CC=1C)(Cl)(=CC1C=CC=CC=1)[P](C1CCCCC1)(C1CCCCC1)C1CCCCC1.ClCCl>[CH:4]1([C:8]2[C:9]([C:23]3[CH:28]=[CH:27][CH:26]=[CH:25][CH:24]=3)=[C:10]([CH3:22])[C:11]([C:20]#[N:21])=[C:12]3[C:16]=2[O:15][C:14]([CH:17]2[CH2:19][CH2:18]2)=[N:13]3)[CH2:5][CH:6]=[CH:7][CH2:1]1 |^1:61|. Procedure: At room temperature, Grubbs catalyst second generation (92 mg, 0.11 mol) was added to a solution of 7-(1-allylbut-3-enyl)-2-cyclopropyl-5-methyl-6-phenyl-1,3-benzoxazole-4-carbonitrile (I-299) (400 mg, 1.09 mmol) dissolved in dichloromethane; (108 ml). Under nitrogen atmosphere, the solution was stirred at 50° C. for 3.5 hours. After cooling to room temperature, the solvent was evaporated away under reduced pressure. The residue was purified by middle-pressure liquid chromatography (eluent, n-he... The reactants are ClC1=C(N=CC(=N1)N[C@@H](C(=O)N)CC(C)C)C#N ((R)-2-(6-chloro-5-cyanopyrazin-2-ylamino)-4-methylpentanamide), NC=1C=C2C=CC=NC2=CC1 (6-aminoquinoline), C(=O)([O-])[O-].[K+].[K+] (K2CO3), C=1C=CC(=CC1)P(C=2C=CC=CC2)C3=CC=C4C=CC=CC4=C3C5=C6C=CC=CC6=CC=C5P(C=7C=CC=CC7)C=8C=CC=CC8 (BINAP). Reagents/catalysts: CC(=O)[O-].CC(=O)[O-].[Pd+2] (Pd(OAc)2). The solvent is O1CCOCC1 (dioxane). Run at time 20 hour. The product is C(#N)C=1N=CC(=NC1NC=1C=C2C=CC=NC2=CC1)N[C@@H](C(=O)N)CC(C)C ((R)-2-(5-cyano-6-(quinolin-6-ylamino)pyrazin-2-ylamino)-4-methylpentanamide). Reaction SMILES: Cl[C:2]1[N:7]=[C:6]([NH:8][C@H:9]([CH2:13][CH:14]([CH3:16])[CH3:15])[C:10]([NH2:12])=[O:11])[CH:5]=[N:4][C:3]=1[C:17]#[N:18].[NH2:19][C:20]1[CH:21]=[C:22]2[C:27](=[CH:28][CH:29]=1)[N:26]=[CH:25][CH:24]=[CH:23]2.C([O-])([O-])=O.[K+].[K+].C1C=CC(P(C2C(C3C(P(C4C=CC=CC=4)C4C=CC=CC=4)=CC=C4C=3C=CC=C4)=C3C(C=CC=C3)=CC=2)C2C=CC=CC=2)=CC=1>O1CCOCC1.CC([O-])=O.CC([O-])=O.[Pd+2]>[C:17]([C:3]1[N:4]=[CH:5][C:6]([NH:8][C@H:9]([CH2:13][CH:14]([CH3:16])[CH3:15])[C:10]([NH2:12])=[O:11])=[N:7][C:2]=1[NH:19][C:20]1[CH:21]=[C:22]2[C:27](=[CH:28][CH:29]=1)[N:26]=[CH:25][CH:24]=[CH:23]2)#[N:18] |f:2.3.4,7.8.9|. Procedure: A mixture of (R)-2-(6-chloro-5-cyanopyrazin-2-ylamino)-4-methylpentanamide (80 mg, 0.299 mmol), 6-aminoquinoline (60 mg, 0.416 mmol), K2CO3 (65 mg, 0.471 mmol), BINAP (25 mg, 0.040 mmol) and Pd(OAc)2 (10 mg, 0.044 mmol) in dioxane (2 mL) was degassed with Ar, then was stirred at 100 C for 20 h. Water and EtOAc were added. Organic phase was separated, dried over Na2SO4, concentrated in vacuo to give (R)-2-(5-cyano-6-(quinolin-6-ylamino)pyrazin-2-ylamino)-4-methylpentanamide as a crude residue (15... Starting materials: CC(C)C[Al+]CC(C)C, ClCCl, [H-], O=C([O-])C=Cc1cnc2ccccc2c1. Yields the product OCC=Cc1cnc2ccccc2c1. Reaction SMILES: [CH2:17]([Al+:18][CH2:19][CH:20]([CH3:21])[CH3:22])[CH:23]([CH3:24])[CH3:25].[CH2:26]([Cl:27])[Cl:28].[H-:16].[n:1]1[cH:2][c:3]([CH:11]=[CH:12][C:13](=[O:14])[O-:15])[cH:4][c:5]2[cH:6][cH:7][cH:8][cH:9][c:10]12>>[n:1]1[cH:2][c:3]([CH:11]=[CH:12][CH2:13][OH:14])[cH:4][c:5]2[cH:6][cH:7][cH:8][cH:9][c:10]12.